Dataset: the Open Reaction Database (ORD), a public repository of structured organic reaction records. Task: describe an organic reaction: reactants, conditions, products, and yield Reactants: CC(=O)O, C1CCOC1, C=CCOCC(=O)OCC, [Li]CCCC, CCOCC, ClCI. The product is C=CCOCC(=O)CCl. As a reaction SMILES: [C:19]([OH:20])(=[O:21])[CH3:22].[CH2:23]1[O:24][CH2:25][CH2:26][CH2:27]1.[CH2:6]([CH:7]=[CH2:8])[O:9][CH2:10][C:11]([O:13][CH2:12][CH3:14])=[O:15].[CH3:1][CH2:2][CH2:3][CH2:4][Li:5].[CH3:28][CH2:29][O:30][CH2:31][CH3:32].[I:16][CH2:17][Cl:18]>>[CH2:6]([CH:7]=[CH2:8])[O:9][CH2:10][C:11](=[O:13])[CH2:17][Cl:18].